describe an organic reaction: reactants, conditions, products, and yield From a dataset of the Open Reaction Database (ORD), a public repository of structured organic reaction records. Reactants: CC1(NC(CC(C1)NC(C(=O)OC)=O)(C)C)C (methyl N-(2,2,6,6-tetramethyl-4-piperidinyl)oxamate), C(C)(C)(C)C=1C=C(C=C(C1O)C(C)(C)C)CCC(=O)NN (3-(3,5-di-t-butyl-4-hydroxyphenyl)propionhydrazide). Run in CO (methanol). Product: CC1(NC(CC(C1)NC(C(=O)NNC(CCC1=CC(=C(C(=C1)C(C)(C)C)O)C(C)(C)C)=O)=O)(C)C)C (1- [N- (2,2,6,6-tetramethyl-4-piperidinyl)oxamoyl]-2-[3-(3,5-di-t-butyl-4-hydroxyphenyl)propionyl]hydrazine). As a reaction SMILES: [CH3:1][C:2]1([CH3:17])[CH2:7][CH:6]([NH:8][C:9](=[O:14])[C:10]([O:12]C)=O)[CH2:5][C:4]([CH3:16])([CH3:15])[NH:3]1.[C:18]([C:22]1[CH:23]=[C:24]([CH2:33][CH2:34][C:35]([NH:37][NH2:38])=[O:36])[CH:25]=[C:26]([C:29]([CH3:32])([CH3:31])[CH3:30])[C:27]=1[OH:28])([CH3:21])([CH3:20])[CH3:19]>CO>[CH3:17][C:2]1([CH3:1])[CH2:7][CH:6]([NH:8][C:9](=[O:14])[C:10]([NH:38][NH:37][C:35](=[O:36])[CH2:34][CH2:33][C:24]2[CH:25]=[C:26]([C:29]([CH3:30])([CH3:32])[CH3:31])[C:27]([OH:28])=[C:22]([C:18]([CH3:21])([CH3:20])[CH3:19])[CH:23]=2)=[O:12])[CH2:5][C:4]([CH3:16])([CH3:15])[NH:3]1. Procedure: Into a 3-necked 100 ml flask was introduced methyl N-(2,2,6,6-tetramethyl-4-piperidinyl)oxamate (4.85 g, 0.02 mole) and 50 ml of methanol. The flask was equipped with a magnetic stirrer, a thermometer and a reflux condenser. The mixture was stirred until all of the solid material dissolved, following which 3-(3,5-di-t-butyl-4-hydroxyphenyl)propionhydrazide (5.85 g, 0.02 mole) was added and the mixture was refluxed for 2 hours. The solid material was filtered off and air dried. The product weighe... Starting materials: FC1=C(C=CC=C1)NC(NC1=CC=C(C=C1)C1=CC=C2CN(C(C2=C1)=O)[C@H](C(=O)OC)C(C)C)=S ((S)-Methyl 2-(6-(4-(3-(2-fluorophenyl)thioureido)phenyl)-1-oxoisoindolin-2-yl)-3-methylbutanoate), NC1=CC=C(C=C1)C1=CC=C2CN(C(C2=C1)=O)[C@H](C(=O)OC)C(C)C ((S)-Methyl 2-(6-(4-aminophenyl)-1-oxoisoindolin-2-yl)-3-methylbutanoate), COC1=C(C=CC=C1)N=C=S (2-methoxyphenyl isothiocyanate), compound, compound. Yields the product COC1=C(C=CC=C1)NC(NC1=CC=C(C=C1)C1=CC=C2CN(C(C2=C1)=O)[C@H](C(=O)OC)C(C)C)=S ((S)-Methyl 2-(6-(4-(3-(2-methoxyphenyl)thioureido)phenyl)-1-oxoisoindolin-2-yl)-3-methylbutanoate). Reaction SMILES: F[C:2]1[CH:7]=[CH:6][CH:5]=[CH:4][C:3]=1[NH:8][C:9](=[S:35])[NH:10][C:11]1[CH:16]=[CH:15][C:14]([C:17]2[CH:25]=[C:24]3[C:20]([CH2:21][N:22]([C@@H:27]([CH:32]([CH3:34])[CH3:33])[C:28]([O:30][CH3:31])=[O:29])[C:23]3=[O:26])=[CH:19][CH:18]=2)=[CH:13][CH:12]=1.NC1C=CC(C2C=C3C(CN([C@@H](C(C)C)C(OC)=O)[C:49]3=[O:52])=CC=2)=CC=1.COC1C=CC=CC=1N=C=S>>[CH3:49][O:52][C:2]1[CH:7]=[CH:6][CH:5]=[CH:4][C:3]=1[NH:8][C:9](=[S:35])[NH:10][C:11]1[CH:16]=[CH:15][C:14]([C:17]2[CH:25]=[C:24]3[C:20]([CH2:21][N:22]([C@@H:27]([CH:32]([CH3:34])[CH3:33])[C:28]([O:30][CH3:31])=[O:29])[C:23]3=[O:26])=[CH:19][CH:18]=2)=[CH:13][CH:12]=1. Reported procedure: The compound of example 73 was prepared analogous to compound of example 51 by reaction of compound of example 6 with 2-methoxyphenyl isothiocyanate. The compound of example 73 was used directly without isolation for the preparation of compound of example 74. The reactants are C(C)(C)(C)OC(=O)N[C@@H]1CC2=CC(=CC=C2CC1)OCCCC(=O)N(C)C ((S)-4-[2-(tert-Butoxycarbonylamino)-1,2,3,4-tetrahydronaphthalen-7-yloxy]-N,N-dimethylbutyramide), FC(C(=O)O)(F)F (trifluoroacetic acid). Solvent: C(Cl)Cl (methylene chloride), C(Cl)Cl (methylene chloride). The product is N[C@@H]1CC2=CC(=CC=C2CC1)OCCCC(=O)N(C)C ((S)-4-(2-amino-1,2,3,4-tetrahydronaphthalen-7-yloxy)-N,N-dimethylbutyramide). Isolated yield 90.5%. As a reaction SMILES: C(OC([NH:8][C@H:9]1[CH2:18][CH2:17][C:16]2[C:11](=[CH:12][C:13]([O:19][CH2:20][CH2:21][CH2:22][C:23]([N:25]([CH3:27])[CH3:26])=[O:24])=[CH:14][CH:15]=2)[CH2:10]1)=O)(C)(C)C.FC(F)(F)C(O)=O>C(Cl)Cl>[NH2:8][C@H:9]1[CH2:18][CH2:17][C:16]2[C:11](=[CH:12][C:13]([O:19][CH2:20][CH2:21][CH2:22][C:23]([N:25]([CH3:27])[CH3:26])=[O:24])=[CH:14][CH:15]=2)[CH2:10]1. Reported procedure: (S)-4-[2-(tert-Butoxycarbonylamino)-1,2,3,4-tetrahydronaphthalen-7-yloxy]-N,N-dimethylbutyramide (396 mg) was dissolved in 5 ml of methylene chloride, a solution of 5 ml of trifluoroacetic acid in 5 ml of methylene chloride was added to the solution with stirring under ice-cooling, and the mixture was stirred for 15 minutes and then subjected to 15 minutes of reaction at room temperature. The reaction solution was concentrated under reduced pressure, methylene chloride, water and sodium bicarbon... The reactants are CC(C)Oc1ccc(-c2ncc(-c3cccc4c3CCC4O[Si](C)(C)C(C)(C)C)s2)cc1C#N, CCCC[N+](CCCC)(CCCC)CCCC, C1CCOC1, [F-]. Yields the product CC(C)Oc1ccc(-c2ncc(-c3cccc4c3CCC4O)s2)cc1C#N. Reaction SMILES: [C:1]([Si:2]([CH3:3])([CH3:4])[O:6][CH:7]1[CH2:8][CH2:9][c:10]2[c:11](-[c:16]3[cH:17][n:18][c:19](-[c:21]4[cH:22][cH:23][c:24]([O:29][CH:30]([CH3:31])[CH3:32])[c:25]([C:26]#[N:27])[cH:28]4)[s:20]3)[cH:12][cH:13][cH:14][c:15]21)([CH3:5])([CH3:33])[CH3:34].[CH2:36]([N+:37]([CH2:38][CH2:39][CH2:40][CH3:41])([CH2:42][CH2:43][CH2:44][CH3:45])[CH2:46][CH2:47][CH2:48][CH3:49])[CH2:50][CH2:51][CH3:52].[CH2:53]1[O:54][CH2:55][CH2:56][CH2:57]1.[F-:35]>>[OH:6][CH:7]1[CH2:8][CH2:9][c:10]2[c:11](-[c:16]3[cH:17][n:18][c:19](-[c:21]4[cH:22][cH:23][c:24]([O:29][CH:30]([CH3:31])[CH3:32])[c:25]([C:26]#[N:27])[cH:28]4)[s:20]3)[cH:12][cH:13][cH:14][c:15]21.